From a dataset of the Open Reaction Database (ORD), a public repository of structured organic reaction records. describe an organic reaction: reactants, conditions, products, and yield Run in C1(=CC=CC=C1)C (toluene), C1(=CC=CC=C1)C (toluene). The reactants are C(C)(C)(C)C1=CC=C(C=C1)[Mg]Br (4-tert-butylphenyhnagnesium bromide), C1(=CC=CC=C1)C(N1CC(C1)=O)C1=CC=CC=C1 (1-Diphenylmethyl-3-azetidinone). As a reaction SMILES: [C:1]([C:5]1[CH:10]=[CH:9][C:8]([Mg]Br)=[CH:7][CH:6]=1)([CH3:4])([CH3:3])[CH3:2].[C:13]1([CH:19]([C:25]2[CH:30]=[CH:29][CH:28]=[CH:27][CH:26]=2)[N:20]2[CH2:23][C:22](=[O:24])[CH2:21]2)[CH:18]=[CH:17][CH:16]=[CH:15][CH:14]=1>C1(C)C=CC=CC=1>[C:1]([C:5]1[CH:10]=[CH:9][C:8]([C:22]2([OH:24])[CH2:23][N:20]([CH:19]([C:25]3[CH:26]=[CH:27][CH:28]=[CH:29][CH:30]=3)[C:13]3[CH:18]=[CH:17][CH:16]=[CH:15][CH:14]=3)[CH2:21]2)=[CH:7][CH:6]=1)([CH3:4])([CH3:3])[CH3:2]. Procedure details: To a stirred solution of 4-tert-butylphenyhnagnesium bromide (11.5 mL, 2.0M (Et2O)) in toluene (50 mL) at −78° C. under argon, was added, dropwise, a solution of 1-diphenylmethyl-3-azetidinone (3) (5.0 g) in toluene (100 mL) over 30 minutes. The mixture was stirred for 4 hours at −78° C. then warmed to room temperature and partitioned between aqueous ammonium chloride solution (50 mL) and diethyl ether (3×50 mL). The combined organic fractions were washed (water, brine), dried (Na2SO4) and conce... Reaction conditions: temperature -78 celsius, time 4 hour. Product: C(C)(C)(C)C1=CC=C(C=C1)C1(CN(C1)C(C1=CC=CC=C1)C1=CC=CC=C1)O (3-(4-tert-Butylphenyl)-1-diphenylmethyl-3-azetidinol). Reactants: C1CCOC1, CC(=O)O, CNc1nc(Cl)nc2c1CCC2c1ccc(OC(F)(F)F)cc1, COc1cc(N)ccc1-n1cnc(Cl)c1. The product is CNc1nc(Nc2ccc(-n3cnc(Cl)c3)c(OC)c2)nc2c1CCC2c1ccc(OC(F)(F)F)cc1. Reaction SMILES: [CH2:43]1[O:44][CH2:45][CH2:46][CH2:47]1.[CH3:39][C:40](=[O:41])[OH:42].[Cl:1][c:2]1[n:3][c:4]([NH:22][CH3:23])[c:5]2[c:6]([n:7]1)[CH:8]([c:11]1[cH:12][cH:13][c:14]([O:17][C:18]([F:19])([F:20])[F:21])[cH:15][cH:16]1)[CH2:9][CH2:10]2.[Cl:24][c:25]1[n:26][cH:27][n:28](-[c:30]2[c:31]([O:37][CH3:38])[cH:32][c:33]([NH2:34])[cH:35][cH:36]2)[cH:29]1>>[c:2]1([NH:34][c:33]2[cH:32][c:31]([O:37][CH3:38])[c:30](-[n:28]3[cH:27][n:26][c:25]([Cl:24])[cH:29]3)[cH:36][cH:35]2)[n:3][c:4]([NH:22][CH3:23])[c:5]2[c:6]([n:7]1)[CH:8]([c:11]1[cH:12][cH:13][c:14]([O:17][C:18]([F:19])([F:20])[F:21])[cH:15][cH:16]1)[CH2:9][CH2:10]2.